Task: describe an organic reaction: reactants, conditions, products, and yield. Dataset: the Open Reaction Database (ORD), a public repository of structured organic reaction records The reactants are C(C)N(C(C)=O)[C@@H](C(=O)OC(C)(C)C)C1=CC=CC=C1 ((R)-tert-butyl 2-(N-ethylacetamido)-2-phenylacetate), FC(C(=O)O)(F)F (2,2,2-trifluoroacetic acid). Solvent: C(Cl)Cl (CH2Cl2). Run at time 1 hour. The product is C(C)N(C(C)=O)[C@@H](C(=O)O)C1=CC=CC=C1 ((R)-2-(N-ethylacetamido)-2-phenylacetic acid). Isolated yield 77.1%. Reaction SMILES: [CH2:1]([N:3]([C@H:7]([C:15]1[CH:20]=[CH:19][CH:18]=[CH:17][CH:16]=1)[C:8]([O:10]C(C)(C)C)=[O:9])[C:4](=[O:6])[CH3:5])[CH3:2].FC(F)(F)C(O)=O>C(Cl)Cl>[CH2:1]([N:3]([C@H:7]([C:15]1[CH:20]=[CH:19][CH:18]=[CH:17][CH:16]=1)[C:8]([OH:10])=[O:9])[C:4](=[O:6])[CH3:5])[CH3:2]. Procedure details: To a solution of product from example 122B (81 mg, 0.293 mmol) in CH2Cl2 (3 mL) was added 2,2,2-trifluoroacetic acid (1.5 mL, 0.293 mmol), and the resulting mixture was stirred at rt for 1 hr. The mixture was concentrated in vacuo to give the title compound (50 mg, 77%). As a reaction SMILES: [C:1]([CH3:2])([CH3:3])([CH3:4])[O:5][C:6](=[O:7])[N:8]1[CH2:9][CH2:10][C:11](=[C:14]([c:15]2[cH:16][cH:17][cH:18][cH:19][cH:20]2)[Br:21])[CH2:12][CH2:13]1.[CH2:22]([Sn:23]([CH2:24][CH2:25][CH2:26][CH3:32])([c:27]1[s:28][cH:29][cH:30][n:31]1)[CH2:33][CH2:34][CH2:35][CH3:36])[CH2:37][CH2:38][CH3:39].[Cu:45][I:46].[O:40]=[CH:41][N:42]([CH3:43])[CH3:44]>>[C:1]([CH3:2])([CH3:3])([CH3:4])[O:5][C:6](=[O:7])[N:8]1[CH2:9][CH2:10][C:11](=[C:14]([c:15]2[cH:16][cH:17][cH:18][cH:19][cH:20]2)[c:27]2[s:28][cH:29][cH:30][n:31]2)[CH2:12][CH2:13]1. Reactants: CC(C)(C)OC(=O)N1CCC(=C(Br)c2ccccc2)CC1, CCCC[Sn](CCCC)(CCCC)c1nccs1, [Cu]I, CN(C)C=O. The product is CC(C)(C)OC(=O)N1CCC(=C(c2ccccc2)c2nccs2)CC1. Starting materials: Brc1cccc(C=CCOC2CCCCO2)c1, CCOC(C)=O, [H][H]. Product: Brc1cccc(CCCOC2CCCCO2)c1. As a reaction SMILES: [Br:1][c:2]1[cH:3][c:4]([CH:8]=[CH:9][CH2:10][O:11][CH:12]2[O:13][CH2:14][CH2:15][CH2:16][CH2:17]2)[cH:5][cH:6][cH:7]1.[CH3:20][CH2:21][O:22][C:23](=[O:24])[CH3:25].[H:18][H:19]>>[Br:1][c:2]1[cH:3][c:4]([CH2:8][CH2:9][CH2:10][O:11][CH:12]2[O:13][CH2:14][CH2:15][CH2:16][CH2:17]2)[cH:5][cH:6][cH:7]1. The reactants are C1CCC(CC1)N=C=NC2CCCCC2 (DCC), C(CCCCCCCCCCC)(=O)O (lauric acid), CS(=O)(=O)OC1=CC2=CC=C(C=C2C=C1)C(N)=N (6-amidino-2-naphthol methanesulfonate). Run in N1=CC=CC=C1 (pyridine). Reaction conditions: time 30 minute. Yields the product C(CCCCCCCCCCC)(=O)OC1=CC2=CC=C(C=C2C=C1)C(N)=N (6-amidino-2-naphthyl laurate). Isolated yield 18.1%. RXN SMILES: [C:1]([OH:14])(=[O:13])[CH2:2][CH2:3][CH2:4][CH2:5][CH2:6][CH2:7][CH2:8][CH2:9][CH2:10][CH2:11][CH3:12].C1CCC(N=C=NC2CCCCC2)CC1.CS(O[C:35]1[CH:44]=[CH:43][C:42]2[C:37](=[CH:38][CH:39]=[C:40]([C:45](=[NH:47])[NH2:46])[CH:41]=2)[CH:36]=1)(=O)=O>N1C=CC=CC=1>[C:1]([O:14][C:35]1[CH:44]=[CH:43][C:42]2[C:37](=[CH:38][CH:39]=[C:40]([C:45](=[NH:46])[NH2:47])[CH:41]=2)[CH:36]=1)(=[O:13])[CH2:2][CH2:3][CH2:4][CH2:5][CH2:6][CH2:7][CH2:8][CH2:9][CH2:10][CH2:11][CH3:12]. Reported procedure: To a solution of 3.6 g of lauric acid in 50 ml of anhydrous pyridine, while being cooled in ice, was added 4.4 g of DCC. After stirring for 30 minutes, 5.0 g of 6-amidino-2-naphthol methanesulfonate was added to the mixture and further stirred overnight at room temperature. The precipitate was collected by filtration, washed with ether, then with acetone, dissolved in methanol, freed from the insolubles by filtration, concentrated under reduced pressure, and recrystallized from ethanol to yield ... Starting materials: NC1=CC=CC=C1 (aniline), N12CCCCCC2=NCCC1 (1,8-diazabicyclo[5,4,0]undec-7-ene), [N+](=O)([O-])C1=CC=C(C=C1)Cl (4-nitrochlorobenzene), NC1=CC=CC=C1 (aniline), C([O-])([O-])=O.[Na+].[Na+] (sodium carbonate). The reagents and catalysts are [Cu]=O (copper(II)oxide). The solvent is O (water), C=1(C(=CC=CC1)C)C (xylene). Run at temperature 95 celsius, time 12 hour. Yields the product C1=CC=C(C=C1)NC2=CC=C(C=C2)[N+](=O)[O-] (4-nitrodiphenylamine). Yield: 89.6%. RXN SMILES: [NH2:1][C:2]1[CH:7]=[CH:6][CH:5]=[CH:4][CH:3]=1.N12CCCN=C1CCCCC2.[N+:19]([C:22]1[CH:27]=[CH:26][C:25](Cl)=[CH:24][CH:23]=1)([O-:21])=[O:20].C(=O)([O-])[O-].[Na+].[Na+]>[Cu]=O.O.C1(C)C(C)=CC=CC=1>[CH:5]1[CH:6]=[CH:7][C:2]([NH:1][C:25]2[CH:26]=[CH:27][C:22]([N+:19]([O-:21])=[O:20])=[CH:23][CH:24]=2)=[CH:3][CH:4]=1 |f:3.4.5|. Reported procedure: 93 g of aniline, 3.8 g of 1,8-diazabicyclo[5,4,0]undec-7-ene, 2 g of copper(II)oxide and 40 ml of xylene are heated together to 150° C. for 20 minutes in a water separator. 157.5 g of 4-nitrochlorobenzene, 93 g of aniline and 76 g of calcined sodium carbonate (light) are then added. After 12 hours at 193°-196° C., 10 ml of water have collected in the water separator. The weight ratio of nitrobenzene:4-nitrochlorobenzene:4-nitrodiphenylamine in the reaction mixture is 1.5:2.0:96.5. The reaction m... Starting materials: ClC1=CC(=C(C=O)C=C1)F (4-chloro-2-fluorobenzaldehyde), CC1(OC(=O)CC(=O)O1)C (Meldrum's acid), FC=1C=C2C=CNC2=C(C1)CSC (5-Fluoro-7-[(methylsulfanyl)methyl]-1H-indole). The reagents and catalysts are N1C(C(=O)O)CCC1 (D,L-proline). The solvent is C(C)#N (acetonitrile). Reaction conditions: time 8 hour. Product: ClC1=CC(=C(C=C1)C(C1C(OC(OC1=O)(C)C)=O)C1=CNC2=C(C=C(C=C12)F)CSC)F (5-[(4-Chloro-2-fluorophenyl){5-fluoro-7-[(methylsulfanyl)methyl]-1H-indol-3-yl}methyl]-2,2-dimethyl-1,3-dioxane-4,6-dione). Yield: 103.9%. Reaction SMILES: [Cl:1][C:2]1[CH:9]=[CH:8][C:5]([CH:6]=O)=[C:4]([F:10])[CH:3]=1.[CH3:11][C:12]1([CH3:20])[O:19][C:17](=[O:18])[CH2:16][C:14](=[O:15])[O:13]1.[F:21][C:22]1[CH:23]=[C:24]2[C:28](=[C:29]([CH2:31][S:32][CH3:33])[CH:30]=1)[NH:27][CH:26]=[CH:25]2>C(#N)C.N1CCCC1C(O)=O>[Cl:1][C:2]1[CH:9]=[CH:8][C:5]([CH:6]([C:25]2[C:24]3[C:28](=[C:29]([CH2:31][S:32][CH3:33])[CH:30]=[C:22]([F:21])[CH:23]=3)[NH:27][CH:26]=2)[CH:16]2[C:17](=[O:18])[O:19][C:12]([CH3:20])([CH3:11])[O:13][C:14]2=[O:15])=[C:4]([F:10])[CH:3]=1. Reported procedure: 0.70 g (4.41 mmol) of 4-chloro-2-fluorobenzaldehyde, 0.64 g (4.41 mmol) of Meldrum's acid and 24 mg (0.21 mmol) of D,L-proline were added to a solution of 1.00 g of the compound of Example 11A with a purity of 82% (4.20 mmol) in 35 ml of acetonitrile. The reaction mixture was stirred at RT overnight. It was concentrated, and the residue was taken up in ethyl acetate, washed with 1N hydrochloric acid, saturated aqueous sodium bicarbonate solution and water, dried over magnesium sulfate, filtered ... RXN SMILES: [CH2:1]([CH:2]=[CH2:3])[n:4]1[c:5](-[c:26]2[cH:27][cH:28][cH:29][cH:30][cH:31]2)[c:6](-[c:20]2[cH:21][cH:22][cH:23][cH:24][cH:25]2)[c:7]2[c:8]1[n:9][cH:10][n:11][c:12]2[NH:13][CH2:14][CH:15]1[S:16][CH2:17][CH2:18][CH2:19]1.[CH3:32][C:33]([CH3:34])([O-:35])[CH3:36].[CH3:43][S:44]([CH3:45])=[O:46].[CH3:47][CH2:48][O:49][C:50](=[O:51])[CH3:52].[Cl:53][Hg:54][Cl:55].[K+:37].[S:38](=[O:39])(=[O:40])([OH:41])[OH:42]>>[nH:4]1[c:5](-[c:26]2[cH:27][cH:28][cH:29][cH:30][cH:31]2)[c:6](-[c:20]2[cH:21][cH:22][cH:23][cH:24][cH:25]2)[c:7]2[c:8]1[n:9][cH:10][n:11][c:12]2[NH:13][CH2:14][CH:15]1[S:16][CH2:17][CH2:18][CH2:19]1. Starting materials: C=CCn1c(-c2ccccc2)c(-c2ccccc2)c2c(NCC3CCCS3)ncnc21, CC(C)(C)[O-], CS(C)=O, CCOC(C)=O, Cl[Hg]Cl, [K+], O=S(=O)(O)O. The product is c1ccc(-c2[nH]c3ncnc(NCC4CCCS4)c3c2-c2ccccc2)cc1.